describe an organic reaction: reactants, conditions, products, and yield From a dataset of the Open Reaction Database (ORD), a public repository of structured organic reaction records. Reported procedure: To a solution of 3-methoxy-2-methyl-4-propoxypyridine (1.0 g) in carbon tetrachloride (70 ml), was added N-bromosuccinimide (1.0 g) and the mixture was irradiated with and infrared lamp (Toshiba, 100 V, 375 WR) for 2 hours at reflux. An insoluble substance was filtered off, and the filtrate was concentrated and purified by column chromatography on silica gel, to give 2-bromomethyl-3-methoxy-4-propoxypyridine (0.4 g) as a reddish brown oil. The reactants are COC=1C(=NC=CC1OCCC)C (3-methoxy-2-methyl-4-propoxypyridine), BrN1C(CCC1=O)=O (N-bromosuccinimide). Product: BrCC1=NC=CC(=C1OC)OCCC (2-bromomethyl-3-methoxy-4-propoxypyridine). RXN SMILES: [CH3:1][O:2][C:3]1[C:4]([CH3:13])=[N:5][CH:6]=[CH:7][C:8]=1[O:9][CH2:10][CH2:11][CH3:12].[Br:14]N1C(=O)CCC1=O>C(Cl)(Cl)(Cl)Cl>[Br:14][CH2:13][C:4]1[C:3]([O:2][CH3:1])=[C:8]([O:9][CH2:10][CH2:11][CH3:12])[CH:7]=[CH:6][N:5]=1. Yield: 27.9%. Run in C(Cl)(Cl)(Cl)Cl (carbon tetrachloride).